Dataset: the Open Reaction Database (ORD), a public repository of structured organic reaction records. Task: describe an organic reaction: reactants, conditions, products, and yield Reactants: [Cl-], O=C(Cl)C(=O)Cl, ClCCl, Cc1ccc(C(=O)O)cc1F, Cc1ccc(N)cc1I, [K+], [K+], O=C([O-])[O-], CN(C)C=O, c1ccncc1. The product is Cc1ccc(C(=O)Nc2ccc(C)c(I)c2)cc1F. Reaction SMILES: [Cl-:33].[Cl:12][C:13]([C:14]([Cl:15])=[O:16])=[O:17].[Cl:34][CH2:35][Cl:36].[F:1][c:2]1[cH:3][c:4]([C:5](=[O:6])[OH:7])[cH:8][cH:9][c:10]1[CH3:11].[I:18][c:19]1[cH:20][c:21]([NH2:22])[cH:23][cH:24][c:25]1[CH3:26].[K+:27].[K+:28].[O-:29][C:30]([O-:31])=[O:32].[O:37]=[CH:38][N:39]([CH3:40])[CH3:41].[cH:42]1[cH:43][cH:44][n:45][cH:46][cH:47]1>>[F:1][c:2]1[cH:3][c:4]([C:5](=[O:7])[NH:22][c:21]2[cH:20][c:19]([I:18])[c:25]([CH3:26])[cH:24][cH:23]2)[cH:8][cH:9][c:10]1[CH3:11].